This data is from the Open Reaction Database (ORD), a public repository of structured organic reaction records. The task is: describe an organic reaction: reactants, conditions, products, and yield Reactants: BrC(C)C=1C=2N(N=CC1)C(=NN2)C (8-(1-bromoethyl)-3-methyl-1,2,4-triazolo[4,3-b]pyridazine), ClC1=CC=C(C=C1)O (p-Chlorophenol), [H-].[Na+] (sodium hydride), resultant mixture. Solvent: CN(C=O)C (dimethylformamide), CN(C=O)C (dimethylformamide). Run at time 1 hour. Product: ClC1=CC=C(OC(C)C=2C=3N(N=CC2)C(=NN3)C)C=C1 (8-[1-(4-chlorophenoxy)ethyl]-3-methyl-1,2,4-triazolo[4,3-b]pyridazine). RXN SMILES: [Cl:1][C:2]1[CH:7]=[CH:6][C:5]([OH:8])=[CH:4][CH:3]=1.[H-].[Na+].Br[CH:12]([C:14]1[C:15]2[N:16]([C:20]([CH3:23])=[N:21][N:22]=2)[N:17]=[CH:18][CH:19]=1)[CH3:13]>CN(C)C=O>[Cl:1][C:2]1[CH:7]=[CH:6][C:5]([O:8][CH:12]([C:14]2[C:15]3[N:16]([C:20]([CH3:23])=[N:21][N:22]=3)[N:17]=[CH:18][CH:19]=2)[CH3:13])=[CH:4][CH:3]=1 |f:1.2|. Reported procedure: p-Chlorophenol (0.25 g) was added to a suspension of sodium hydride (0.08 g) in anhydrous dimethylformamide (5 ml). The resultant mixture was stirred at room temperature for 30 minutes then 8-(1-bromoethyl)-3-methyl-1,2,4-triazolo[4,3-b]pyridazine (0.38 g), in dimethylformamide (20 ml), was added dropwise and the mixture stirred for 1 hour. The reaction mixture was concentrated to dryness and the residue dissolved in dichloromethane (50 ml). The solution was washed with 5% aqueous sodium hydroxi... The reactants are BrB(Br)Br, COc1ccc(Br)c(F)c1C=O, ClCCl. Yields the product O=Cc1c(O)ccc(Br)c1F. RXN SMILES: [B:13]([Br:14])([Br:15])[Br:16].[Br:1][c:2]1[c:3]([F:12])[c:4]([CH:5]=[O:6])[c:7]([O:10][CH3:11])[cH:8][cH:9]1.[Cl:17][CH2:18][Cl:19]>>[Br:1][c:2]1[c:3]([F:12])[c:4]([CH:5]=[O:6])[c:7]([OH:10])[cH:8][cH:9]1. The reactants are ClC1=C(C(OC2=CC=CC=C12)C1=CC=CC=C1)C=O (4-chloro-3-formyl-flav-3-ene), C(CS)(=O)O (thioglycolic acid), C([O-])(O)=O.[Na+] (sodium bicarbonate). Run in C(C)O (ethanol). The product is C(=O)(O)CSC1=C(C(OC2=CC=CC=C12)C1=CC=CC=C1)C=O (4-(S-carboxymethylthio)-3-formyl-flav-3-ene). Reaction SMILES: Cl[C:2]1[C:11]2[C:6](=[CH:7][CH:8]=[CH:9][CH:10]=2)[O:5][CH:4]([C:12]2[CH:17]=[CH:16][CH:15]=[CH:14][CH:13]=2)[C:3]=1[CH:18]=[O:19].[C:20]([OH:24])(=[O:23])[CH2:21][SH:22].C(=O)(O)[O-].[Na+]>C(O)C>[C:20]([CH2:21][S:22][C:2]1[C:11]2[C:6](=[CH:7][CH:8]=[CH:9][CH:10]=2)[O:5][CH:4]([C:12]2[CH:17]=[CH:16][CH:15]=[CH:14][CH:13]=2)[C:3]=1[CH:18]=[O:19])([OH:24])=[O:23] |f:2.3|. Reported procedure: A solution containing 2.7 g 4-chloro-3-formyl-flav-3-ene, 0.85 ml thioglycolic acid and 2.5 g sodium bicarbonate in 30 ml absolute ethanol is refluxed for 15 hours. After evaporation, one adds water and extracts with methylene chloride. The aqueous phase is acidified to pH 1. Extraction with methylene chloride is followed by washing the organic solution with water, drying over magnesium sulfate and evaporation. The residue is purified by column chromatography on silicagel using a mixture of meth...